This data is from the Open Reaction Database (ORD), a public repository of structured organic reaction records. The task is: describe an organic reaction: reactants, conditions, products, and yield Reactants: COc1ccc(-c2ccc3c(N4CCOCC4C)nc(N4CCOCC4C)nc3n2)cc1COC(=O)C(C)(C)C, ClCCl, C1CCOC1, CO, [K+], [OH-], O=C(O)CC(O)(CC(=O)O)C(=O)O. The product is COc1ccc(-c2ccc3c(N4CCOCC4C)nc(N4CCOCC4C)nc3n2)cc1CO. As a reaction SMILES: [C:3](=[O:4])([C:5]([CH3:6])([CH3:7])[CH3:8])[O:9][CH2:10][c:11]1[c:12]([O:41][CH3:42])[cH:13][cH:14][c:15](-[c:17]2[cH:18][cH:19][c:20]3[c:21]([n:22][c:23]([N:33]4[CH:34]([CH3:39])[CH2:35][O:36][CH2:37][CH2:38]4)[n:24][c:25]3[N:26]3[CH:27]([CH3:32])[CH2:28][O:29][CH2:30][CH2:31]3)[n:40]2)[cH:16]1.[CH2:56]([Cl:57])[Cl:58].[CH2:59]1[O:60][CH2:61][CH2:62][CH2:63]1.[CH3:64][OH:65].[K+:2].[OH-:1].[OH:43][C:44]([CH2:45][C:46]([C:47](=[O:48])[OH:49])([CH2:50][C:51](=[O:52])[OH:53])[OH:54])=[O:55]>>[OH:9][CH2:10][c:11]1[c:12]([O:41][CH3:42])[cH:13][cH:14][c:15](-[c:17]2[cH:18][cH:19][c:20]3[c:21]([n:22][c:23]([N:33]4[CH:34]([CH3:39])[CH2:35][O:36][CH2:37][CH2:38]4)[n:24][c:25]3[N:26]3[CH:27]([CH3:32])[CH2:28][O:29][CH2:30][CH2:31]3)[n:40]2)[cH:16]1. Solvent: C(C)(=O)O (acetic acid). The reactants are C1(=CC=CC=C1)N1C=NC2=C(C1=O)SC=C2C2=CC=CC=C2 (3,7-Diphenylthieno[3,2-d]pyrimidin-4(3H)-one), NC1=C(SC=C1C1=C(C=CC=C1)C)C(=O)OC (methyl 3-amino-4-(o -tolyl)thiophene-2-carboxylate), C(OCC)(OCC)OCC (triethyl orthoformate), COC1=CC=C(C=C1)N (p-anisidine). Yield: 60.0%. Procedure details: In the same manner as the synthesis of Compound 1, methyl 3-amino-4-(o -tolyl)thiophene-2-carboxylate (100 mg, 0.4 mmol), triethyl orthoformate (0.88 ml), p-anisidine (92.6 mg, 0.75 mmol), and acetic acid (0.13 ml) were used to give 83.2 mg (0.24 mmol, 60% yield) of the title compound. Yields the product COC1=CC=C(C=C1)N1C=NC2=C(C1=O)SC=C2C2=C(C=CC=C2)C (3-(4-Methoxyphenyl)-7-(o-tolyl)thieno[3,2-d]pyrimidin-4(3H)-one). As a reaction SMILES: [C:1]1([N:7]2[C:12](=[O:13])[C:11]3[S:14][CH:15]=[C:16]([C:17]4[CH:22]=[CH:21][CH:20]=[CH:19][CH:18]=4)[C:10]=3[N:9]=[CH:8]2)[CH:6]=[CH:5][CH:4]=[CH:3][CH:2]=1.NC1C(C2C=CC=CC=2C)=CSC=1[C:36](OC)=[O:37].[CH:40](OCC)(OCC)OCC.COC1C=CC(N)=CC=1>C(O)(=O)C>[CH3:36][O:37][C:4]1[CH:5]=[CH:6][C:1]([N:7]2[C:12](=[O:13])[C:11]3[S:14][CH:15]=[C:16]([C:17]4[CH:18]=[CH:19][CH:20]=[CH:21][C:22]=4[CH3:40])[C:10]=3[N:9]=[CH:8]2)=[CH:2][CH:3]=1.